This data is from the Open Reaction Database (ORD), a public repository of structured organic reaction records. The task is: describe an organic reaction: reactants, conditions, products, and yield Starting materials: C(=O)(O)COC1=C(OCC(=O)O)C=CC=C1 (2-Carboxymethoxyphenoxyacetic acid), ClS(=O)(=O)O (chlorosulfonic acid), ice water. Product: C(=O)(O)COC1=C(OCC(=O)O)C=CC(=C1)S(=O)(=O)Cl (2-Carboxymethoxy-4-chlorosulfonylphenoxyacetic acid). Reaction SMILES: [C:1]([CH2:4][O:5][C:6]1[CH:16]=[CH:15][CH:14]=[CH:13][C:7]=1[O:8][CH2:9][C:10]([OH:12])=[O:11])([OH:3])=[O:2].[Cl:17][S:18](O)(=[O:20])=[O:19]>>[C:10]([CH2:9][O:8][C:7]1[CH:13]=[C:14]([S:18]([Cl:17])(=[O:20])=[O:19])[CH:15]=[CH:16][C:6]=1[O:5][CH2:4][C:1]([OH:3])=[O:2])([OH:12])=[O:11]. Reported procedure: 2-Carboxymethoxyphenoxyacetic acid (15.3 g, 0.0675 mol) was added in portions over 30 min to stirred chlorosulfonic acid (59.0 g, 0.506 mol) that was cooled in an ice/methanol bath. The mixture was allowed to warm to room temperature over 2.5 hr and was then poured slowly into stirred ice water. The resulting solid was collected by filtration, washed with water, and dried at high vacuum over sodium hydroxide. The product, title compound, weighed 6.54 g (30%). The reactants are C(C)OC(=O)ONC(C1=NC=C(C=C1)C1=C(N=C2N1N=CC=C2N2CCOCC2)C#CC2=NC1=CC=CC=C1C=C2)=N (N-((Ethoxycarbonyl)oxy)-5-(8-morpholino-2-(quinolin-2-ylethynyl)imidazo[1,2-b]pyridazin-3-yl)picolinimidamide), N=1CCCN2C1CCCCC2 (2,3,4,6,7,8,9,10-octahydropyrimido[1,2-a]azepine), Cl (HCl). The solvent is CC=1C=CC=CC1C (o-xylene). Product: O1CCN(CC1)C=1C=2N(N=CC1)C(=C(N2)C#CC2=NC1=CC=CC=C1C=C2)C=2C=CC(=NC2)C2=NOC(=N2)O (3-(5-(8-Morpholino-2-(quinolin-2-ylethynyl)imidazo[1,2-b]pyridazin-3-yl)pyridin-2-yl)-1,2,4-oxadiazol-5-ol). Reaction SMILES: C([O:3][C:4]([O:6][NH:7][C:8](=[NH:42])[C:9]1[CH:14]=[CH:13][C:12]([C:15]2[N:19]3[N:20]=[CH:21][CH:22]=[C:23]([N:24]4[CH2:29][CH2:28][O:27][CH2:26][CH2:25]4)[C:18]3=[N:17][C:16]=2[C:30]#[C:31][C:32]2[CH:41]=[CH:40][C:39]3[C:34](=[CH:35][CH:36]=[CH:37][CH:38]=3)[N:33]=2)=[CH:11][N:10]=1)=O)C.N1CCCN2CCCCCC=12.Cl>CC1C=CC=CC=1C>[O:27]1[CH2:26][CH2:25][N:24]([C:23]2[C:18]3[N:19]([C:15]([C:12]4[CH:13]=[CH:14][C:9]([C:8]5[N:42]=[C:4]([OH:3])[O:6][N:7]=5)=[N:10][CH:11]=4)=[C:16]([C:30]#[C:31][C:32]4[CH:41]=[CH:40][C:39]5[C:34](=[CH:35][CH:36]=[CH:37][CH:38]=5)[N:33]=4)[N:17]=3)[N:20]=[CH:21][CH:22]=2)[CH2:29][CH2:28]1. Procedure details: A solution of compound 42b (0.10 g, 0.18 mmol) and 2,3,4,6,7,8,9,10-octahydropyrimido[1,2-a]azepine (0.10 g, 0.66 mmol) in o-xylene (2 mL) was stirred at 130° C. in an oil bath for 2 h. The reaction mixture was allowed to cool to rt, and the solution was adjusted to pH 7 with 0.5 N HCl. The solids formed were collected by filtration and washed with CH2Cl2/MeOH (1:10) (3×10 mL) to obtain the title compound 26 as a brown solid. 1H-NMR (300 MHz, DMSO-d6) δ (ppm): 13.25 (s, 1H), 9.48 (s, 1H), 8.79-8... The reactants are NC=1C=C(OC2=C(C(=NC=C2)N)[N+](=O)[O-])C=CC1Cl (4-(3-amino-4-chlorophenoxy)-3-nitropyridin-2-amine), FC(OC=1C=C(C(=O)Cl)C=CC1)(F)F (3-(trifluoromethoxy)benzoyl chloride). Product: NC1=NC=CC(=C1[N+](=O)[O-])OC=1C=CC(=C(C1)NC(C1=CC(=CC=C1)OC(F)(F)F)=O)Cl (N-(5-(2-Amino-3-nitropyridin-4-yloxy)-2-chlorophenyl)-3-(trifluoromethoxy)benzamide). The yield is 33.0%. Reaction SMILES: [NH2:1][C:2]1[CH:3]=[C:4]([CH:16]=[CH:17][C:18]=1[Cl:19])[O:5][C:6]1[CH:11]=[CH:10][N:9]=[C:8]([NH2:12])[C:7]=1[N+:13]([O-:15])=[O:14].[F:20][C:21]([F:33])([F:32])[O:22][C:23]1[CH:24]=[C:25]([CH:29]=[CH:30][CH:31]=1)[C:26](Cl)=[O:27]>>[NH2:12][C:8]1[C:7]([N+:13]([O-:15])=[O:14])=[C:6]([O:5][C:4]2[CH:16]=[CH:17][C:18]([Cl:19])=[C:2]([NH:1][C:26](=[O:27])[C:25]3[CH:29]=[CH:30][CH:31]=[C:23]([O:22][C:21]([F:20])([F:32])[F:33])[CH:24]=3)[CH:3]=2)[CH:11]=[CH:10][N:9]=1. Reported procedure: Method H was used with 4-(3-amino-4-chlorophenoxy)-3-nitropyridin-2-amine and 3-(trifluoromethoxy)benzoyl chloride to afford the title compound as a yellow solid (0.153 g, 33%). 1H NMR δ (DMSO): 6.11 (d, 1H, Hpy,5, J=5.5 Hz), 7.18 (dd, 1H, Harom,5, J=3+9 Hz), 7.23 (s, 2H, NH2), 7.53 (d, 1H, Harom,2, J=3 Hz), 7.63 (dt, 1H, Harom, J=1+8 Hz), 7.66 (d, 1H, Harom,6, J=9 Hz), 7.70 (t, 1H, Harom,5, J=8 Hz), 7.91 (s, 1H, Harom,2′), 8.02 (dt, 1H, Harom, J=1+8 Hz), 8.07 (d, 1H, Hpy,6, J=5.5 Hz), 10.63 (s,... Starting materials: BrC=1C=C(SC1)/C(=C/CCC(=O)O)/CC ((E)-5-(4-bromo-2-thienyl)-4-heptenoic acid), C(C)O (ethanol), S(O)(O)(=O)=O (sulphuric acid). Product: BrC=1C=C(SC1)/C(=C/CCC(=O)OCC)/CC (Ethyl (E)-5-(4-Bromo-2-thienyl)-4-heptenoate). As a reaction SMILES: [Br:1][C:2]1[CH:3]=[C:4](/[C:7](/[CH2:14][CH3:15])=[CH:8]/[CH2:9][CH2:10][C:11]([OH:13])=[O:12])[S:5][CH:6]=1.S(=O)(=O)(O)O.[CH2:21](O)[CH3:22]>>[Br:1][C:2]1[CH:3]=[C:4](/[C:7](/[CH2:14][CH3:15])=[CH:8]/[CH2:9][CH2:10][C:11]([O:13][CH2:21][CH3:22])=[O:12])[S:5][CH:6]=1. Reported procedure: 16.6 g (57 mmol) of (E)-5-(4-bromo-2-thienyl)-4-heptenoic acid are dissolved in 150 mL of absolute ethanol and 1 mL of concentrated sulphuric acid is added. The mixture is refluxed for 2 hours and then cooled. After the usual treatment and chromatography on silica gel, the desired product is obtained in the form of a yellow oil (m=14.1 g; Y=77%).